From a dataset of the Open Reaction Database (ORD), a public repository of structured organic reaction records. describe an organic reaction: reactants, conditions, products, and yield The reactants are CCOC(=O)CC(=O)c1ccc(OCc2ccccc2)cc1, CN(C)C=O, BrCCC1CCCCC1, [I-], [K+], [K]. Yields the product CCOC(=O)C(CCC1CCCCC1)C(=O)c1ccc(OCc2ccccc2)cc1. Reaction SMILES: [CH2:2]([CH3:3])[O:4][C:5]([CH2:6][C:7](=[O:8])[c:9]1[cH:10][cH:11][c:12]([O:15][CH2:16][c:17]2[cH:18][cH:19][cH:20][cH:21][cH:22]2)[cH:13][cH:14]1)=[O:23].[CH3:35][N:36]([CH3:37])[CH:38]=[O:39].[CH:24]1([CH2:30][CH2:31][Br:32])[CH2:25][CH2:26][CH2:27][CH2:28][CH2:29]1.[I-:34].[K+:33].[K:1]>>[CH2:2]([CH3:3])[O:4][C:5]([CH:6]([C:7](=[O:8])[c:9]1[cH:10][cH:11][c:12]([O:15][CH2:16][c:17]2[cH:18][cH:19][cH:20][cH:21][cH:22]2)[cH:13][cH:14]1)[CH2:31][CH2:30][CH:24]1[CH2:25][CH2:26][CH2:27][CH2:28][CH2:29]1)=[O:23].